This data is from the Open Reaction Database (ORD), a public repository of structured organic reaction records. The task is: describe an organic reaction: reactants, conditions, products, and yield Starting materials: N1(C=NC=C1)C[C@H](C1=CC=CC=C1)OC1=C(C=2CCCC(C2C=C1)=O)CS(=O)(=O)C1=CC=C(C(=O)O)C=C1 (4-{[(2-{[(1S)-2-(1H-imidazol-1-yl)-1-phenylethyl]oxy}-5-oxo-5,6,7,8-tetrahydro-1-naphthalenyl)methyl]sulfonyl}benzoic acid), CN(CCN)C (2-dimethylaminoethylamine). Product: CN(CCNC(C1=CC=C(C=C1)S(=O)(=O)CC1=C(C=CC=2C(CCCC12)=O)O[C@H](CN1C=NC=C1)C1=CC=CC=C1)=O)C (N-[2-(Dimethylamino)ethyl]-4-{[(2-{[(1S)-2-(1H-imidazol-1-yl)-1-phenylethyl]oxy}-5-oxo-5,6,7,8-tetrahydro-1-naphthalenyl)methyl]sulfonyl}benzamide). Yield: 43.3%. RXN SMILES: [N:1]1([CH2:6][C@@H:7]([O:14][C:15]2[CH:24]=[CH:23][C:22]3[C:21](=[O:25])[CH2:20][CH2:19][CH2:18][C:17]=3[C:16]=2[CH2:26][S:27]([C:30]2[CH:38]=[CH:37][C:33]([C:34](O)=[O:35])=[CH:32][CH:31]=2)(=[O:29])=[O:28])[C:8]2[CH:13]=[CH:12][CH:11]=[CH:10][CH:9]=2)[CH:5]=[CH:4][N:3]=[CH:2]1.[CH3:39][N:40]([CH3:44])[CH2:41][CH2:42][NH2:43]>>[CH3:39][N:40]([CH3:44])[CH2:41][CH2:42][NH:43][C:34](=[O:35])[C:33]1[CH:37]=[CH:38][C:30]([S:27]([CH2:26][C:16]2[C:17]3[CH2:18][CH2:19][CH2:20][C:21](=[O:25])[C:22]=3[CH:23]=[CH:24][C:15]=2[O:14][C@@H:7]([C:8]2[CH:9]=[CH:10][CH:11]=[CH:12][CH:13]=2)[CH2:6][N:1]2[CH:5]=[CH:4][N:3]=[CH:2]2)(=[O:29])=[O:28])=[CH:31][CH:32]=1. Procedure: Using the method in Example 172, 4-{[(2-{[(1S)-2-(1H-imidazol-1-yl)-1-phenylethyl]oxy}-5-oxo-5,6,7,8-tetrahydro-1-naphthalenyl)methyl]sulfonyl}benzoic acid (53 mg, 0.10 mmol, 0.20M in DMF) and 2-dimethylaminoethylamine (27 mg, 0.30 mmol, 0.60M in DMF) were combined to give 26 mg of the desired compound: Low resolution mass spectrum (LC-MS, APCI) m/z 601 [M+H]+. Reactants: O=C(Br)CBr, CCOC(C)=O, CCCCCC, O=C1C2CCCC2Nc2ccccc2N1Cc1ccc([N+](=O)[O-])cc1. The product is O=C1C2CCCC2N(C(=O)CBr)c2ccccc2N1Cc1ccc([N+](=O)[O-])cc1. As a reaction SMILES: [Br:26][CH2:27][C:28](=[O:29])[Br:30].[C:37]([O:38][CH2:39][CH3:40])(=[O:41])[CH3:42].[CH3:31][CH2:32][CH2:33][CH2:34][CH2:35][CH3:36].[N+:1](=[O:2])([O-:3])[c:4]1[cH:5][cH:6][c:7]([CH2:8][N:9]2[c:10]3[c:11]([cH:20][cH:21][cH:22][cH:23]3)[NH:12][CH:13]3[CH:14]([C:15]2=[O:16])[CH2:17][CH2:18][CH2:19]3)[cH:24][cH:25]1>>[N+:1](=[O:2])([O-:3])[c:4]1[cH:5][cH:6][c:7]([CH2:8][N:9]2[c:10]3[c:11]([cH:20][cH:21][cH:22][cH:23]3)[N:12]([C:28]([CH2:27][Br:26])=[O:29])[CH:13]3[CH:14]([C:15]2=[O:16])[CH2:17][CH2:18][CH2:19]3)[cH:24][cH:25]1. Run in hexanes, [Cl-].[Na+].O (Brine), CCCCCCC (n-heptane). As a reaction SMILES: [C:1](OCC)(=[O:13])/[CH:2]=[CH:3]/[CH:4]=[CH:5]/[CH2:6][CH2:7][CH2:8][CH2:9][CH2:10][CH2:11][CH3:12].CC(C[AlH]CC(C)C)C.C(OCC)C>CCCCCCC.[Cl-].[Na+].O>[CH2:1]([OH:13])/[CH:2]=[CH:3]/[CH:4]=[CH:5]/[CH2:6][CH2:7][CH2:8][CH2:9][CH2:10][CH2:11][CH3:12] |f:4.5.6|. Reaction conditions: temperature -70 celsius, time 45 minute. The reactants are CC(C)C[AlH]CC(C)C (DIBAL-H), C(C)OCC (diethyl ether), C(\C=C\C=C\CCCCCCC)(=O)OCC ((2E,4E)-ethyl dodeca-2,4-dienoate). Reported procedure: Under nitrogen atmosphere, (2E,4E)-ethyl dodeca-2,4-dienoate (6.1 g) was dissolved in n-heptane (120 ml) and cooled to −70° C. DIBAL-H in hexanes (82 ml) was added dropwise and the mixture was stirred at −70° C. for 45 min. Brine (60 ml) and diethyl ether (100 ml) were added and the mixture was stirred for 45 min while warming to RT. The organic layer was separated and washed with 1N HCl, dried over sodium sulfate, filtered and concentrated. A colorless liquid was isolated that solidified upon s... Yields the product C(\C=C\C=C\CCCCCCC)O ((2E,4E)-Dodeca-2,4-dien-1-ol). Reactants: C[C@@H]1CC[C@H]2C[C@@H](/C(=C/C=C/C=C/[C@H](C[C@H](C(=O)[C@@H]([C@@H](/C(=C/[C@H](C(=O)C[C@H](OC(=O)[C@@H]3CCCCN3C(=O)C(=O)[C@@]1(O2)O)[C@H](C)C[C@@H]4CC[C@H]([C@@H](C4)OC)O)C)/C)O)OC)C)C)/C)OC (Rapamycin), Heparin Sodium, C1=CC=C2C(=C1)C(=O)OC23C4=C(C=C(C=C4)O)OC5=C3C=CC(=C5)O (Diofluor), Heparin, 10,000. Product: C=1C=CC(=C(C1)C2=C3C=CC(=O)C=C3OC4=C2C=CC(=C4)O)C(=O)O (Fluorescein). Reaction SMILES: C[C@H]1[C@@]2(O)O[C@H](C[C@H](OC)C(C)=CC=CC=C[C@@H](C)C[C@@H](C)C([C@H](OC)[C@H](O)C(C)=C[C@@H](C)C(C[C@@H]([C@@H](C[C@H]3C[C@@H](OC)[C@H](O)CC3)C)OC([C@H]3N(C(C2=O)=O)CCCC3)=O)=O)=O)CC1.[CH:66]1[CH:71]=[C:70]2[C:72]([O:74][C:75]3([C:85]4[CH:86]=[CH:87][C:88]([OH:90])=[CH:89][C:84]=4[O:83][C:77]4[CH:78]=[C:79]([OH:82])[CH:80]=[CH:81][C:76]3=4)[C:69]2=[CH:68][CH:67]=1)=[O:73]>>[CH:67]1[CH:66]=[CH:71][C:70]([C:72]([OH:74])=[O:73])=[C:69]([C:75]2[C:76]3[CH:81]=[CH:80][C:79]([OH:82])=[CH:78][C:77]=3[O:83][C:84]3[C:85]=2[CH:86]=[CH:87][C:88]([CH:89]=3)=[O:90])[CH:68]=1. Procedure: FA was performed on the 14th day after intravitreal injection of Rapamycin. Briefly, a 25-gauge butterfly catheter was placed in the tail vein on an anesthetized animal and a Heparin-Lock solution (0.50 mL of 10,000 IU/mL Heparin Sodium with 0.95 mL 0.9% Saline) was used to fill the catheter line to maintain intravenous access. A dose of 10 mg/kg of Diofluor 10% (Fluorescein Sodium 10%) was delivered through the tail vein, followed by a flush of sterile saline to ensure full delivery of Diofluor... Starting materials: ice water, [OH-].[Na+] (NaOH), CC1=CSC=C1C (3,4-dimethylthiophene), solution, CN(C)C=O (DMF), O=P(Cl)(Cl)Cl (POCl3), CN(C)C=O (DMF), O=P(Cl)(Cl)Cl (POCl3). Run in CN(C)C=O.C(Cl)(Cl)Cl (DMF CHCl3). Run at time 8 hour. The product is C(=O)C=1SC=C(C1C)C (2-formyl-3,4-dimethylthiophen). The yield is 55.0%. Reaction SMILES: [CH3:1][C:2]1[C:6]([CH3:7])=[CH:5][S:4][CH:3]=1.CN([CH:11]=[O:12])C.O=P(Cl)(Cl)Cl.[OH-].[Na+]>CN(C=O)C.C(Cl)(Cl)Cl>[CH:11]([C:3]1[S:4][CH:5]=[C:6]([CH3:7])[C:2]=1[CH3:1])=[O:12] |f:3.4,5.6|. Procedure: To a solution of 3,4-dimethylthiophene trimer (3.7 g, 11 mmol) in 20 mL of a DMF: CHCl3 (1:1, v:v) solvent mixture, was added 20 mL of a solution of DMF and POCl3 (4:1, v:v). The DMF:POCl3 mixture was added cautiously, dropwise at 0° C. Following the addition, the reaction mixture was allowed to warm to ambient temperature and was stirred overnight. The reaction mixture was then poured into ice water and neutralized with 25% NaOH solution to pH˜8. The aqueous mixture was extracted with dichlorom...